Dataset: the Open Reaction Database (ORD), a public repository of structured organic reaction records. Task: describe an organic reaction: reactants, conditions, products, and yield Starting materials: [Br-], CON(C)C(=O)c1ccc2ncn(-c3ccnc(SC)n3)c2c1, C[Mg+], ClCCl. The product is CSc1nccc(-n2cnc3ccc(C(C)=O)cc32)n1. As a reaction SMILES: [Br-:24].[CH3:1][S:2][c:3]1[n:4][cH:5][cH:6][c:7](-[n:9]2[cH:10][n:11][c:12]3[c:13]2[cH:14][c:15]([C:18](=[O:19])[N:20]([CH3:21])[O:22][CH3:23])[cH:16][cH:17]3)[n:8]1.[CH3:25][Mg+:26].[Cl:27][CH2:28][Cl:29]>>[CH3:1][S:2][c:3]1[n:4][cH:5][cH:6][c:7](-[n:9]2[cH:10][n:11][c:12]3[c:13]2[cH:14][c:15]([C:18](=[O:19])[CH3:25])[cH:16][cH:17]3)[n:8]1. Starting materials: N1=CSC=2C=CC=CC12, O=C(OC(C)(C)C)N1CC(I)C1. The reagents and catalysts are O=S(=O)(O)O, OO, [Fe].O=S(=O)(O)O.O. The solvent is O, O=S(C)C. Reaction conditions: temperature 25 celsius, time 18 hour. The product is O=C(OC(C)(C)C)N1CC(C2=NC=3C=CC=CC3S2)C1. The yield is 15.0%. Procedure: H2O2  (30%  in  H2O;  0.31  mL,  3.0  mmol) was added to a stirred solution of benzothiazole 1f (108 μL, 1.0 mmol), concentrated H2SO4 (53 μL,  1.0  mmol),  1-Boc-3-(iodo)azetidine  (849  mg,  3.0  mmol)  and  iron(II)  sulfate  heptahydrate  (80  mg,  0.3  mmol)  in  DMSO  (10  mL)  at  room  temperature.  After  1-2  min  a  further  portion  of  iron(II)  sulfate  heptahydrate (80 mg, 0.3 mmol) was added and the mixture was stirred at room temperature for 30 min. Further H2O2 (0.31 mL, 3.0 mm... Reported procedure: 6-Bromo-2,3′-bipyridine (0.37 g, 1.6 mmol) was coupled to 3-tributylstannyl-7-trifluoromethylimidazo[1,2-α]pyrimidine (1.6 mmol) by the method of Example 1. Purification by chromatography on silica gel eluting with dichloromethane on a gradient of methanol (0-5%) and trituration with isohexane gave 6-(7-trifluoromethylimidazo[1,2-α]pyrimidin-3-yl)-2,3′-bipyridine (130 mg) as a pale yellow solid: δH (400 MHz, CDCl3) 7.40 (1H, d, J 7), 7.50 (1H, dd, J 8 and 8), 7.72 (1H, d, J 8), 7.85 (1H, d, J 8)... Yield: 23.8%. Reaction SMILES: Br[C:2]1[N:7]=[C:6]([C:8]2[CH:9]=[N:10][CH:11]=[CH:12][CH:13]=2)[CH:5]=[CH:4][CH:3]=1.C([Sn](CCCC)(CCCC)[C:19]1[N:23]2[CH:24]=[CH:25][C:26]([C:28]([F:31])([F:30])[F:29])=[N:27][C:22]2=[N:21][CH:20]=1)CCC>>[F:30][C:28]([F:29])([F:31])[C:26]1[CH:25]=[CH:24][N:23]2[C:19]([C:2]3[N:7]=[C:6]([C:8]4[CH:9]=[N:10][CH:11]=[CH:12][CH:13]=4)[CH:5]=[CH:4][CH:3]=3)=[CH:20][N:21]=[C:22]2[N:27]=1. Reactants: BrC1=CC=CC(=N1)C=1C=NC=CC1 (6-Bromo-2,3′-bipyridine), C(CCC)[Sn](C1=CN=C2N1C=CC(=N2)C(F)(F)F)(CCCC)CCCC (3-tributylstannyl-7-trifluoromethylimidazo[1,2-α]pyrimidine). The product is FC(C1=NC=2N(C=C1)C(=CN2)C2=CC=CC(=N2)C=2C=NC=CC2)(F)F (6-(7-trifluoromethylimidazo[1,2-α]pyrimidin-3-yl)-2,3′-bipyridine). The reactants are O1CCOC2=C1C=CC(=C2)C(=O)NC2=CC=C(C(=O)OCC)C=C2 (ethyl p-(1,4-benzodioxane-6-carboxamido)benzoate), [OH-].[K+].O.C(C)O (potassium hydroxide water ethanol). The product is O1CCOC2=C1C=CC(=C2)C(=O)NC2=CC=C(C(=O)O)C=C2 (p-(1,4-benzodioxane-6-carboxamido)benzoic acid). As a reaction SMILES: [O:1]1[C:6]2[CH:7]=[CH:8][C:9]([C:11]([NH:13][C:14]3[CH:24]=[CH:23][C:17]([C:18]([O:20]CC)=[O:19])=[CH:16][CH:15]=3)=[O:12])=[CH:10][C:5]=2[O:4][CH2:3][CH2:2]1.[OH-].[K+].O.C(O)C>>[O:1]1[C:6]2[CH:7]=[CH:8][C:9]([C:11]([NH:13][C:14]3[CH:24]=[CH:23][C:17]([C:18]([OH:20])=[O:19])=[CH:16][CH:15]=3)=[O:12])=[CH:10][C:5]=2[O:4][CH2:3][CH2:2]1 |f:1.2.3.4|. Reported procedure: Hydrolysis of this ester with potassium hydroxide/water/ethanol at 50° C. during 2 hours yielded p-(1,4-benzodioxane-6-carboxamido)benzoic acid, melting point 278°-280° C. Reactants: C(CCCCCCCC)(=O)O (Nonanoic acid), C(=O)(C(F)(F)F)OC(=O)C(F)(F)F (TFAA), C1=CC=C(C(=C1)O)S(=O)(=O)[O-].[Na+] (sodium phenolsulfonate), C(=O)(C(F)(F)F)O (TFA). Reaction conditions: time 5 minute. Product: C(CCCCCCCC)(=O)OC1=CC=C(C=C1)S(=O)(=O)[O-].[Na+] (sodium 4-(nonanoyloxy)benzene-sulfonate). The yield is 93.9%. RXN SMILES: [C:1]([OH:11])(=[O:10])[CH2:2][CH2:3][CH2:4][CH2:5][CH2:6][CH2:7][CH2:8][CH3:9].[CH:12]1[CH:17]=[C:16](O)[C:15]([S:19]([O-:22])(=[O:21])=[O:20])=[CH:14][CH:13]=1.[Na+:23].C(O)(C(F)(F)F)=O.C(OC(C(F)(F)F)=O)(C(F)(F)F)=O>>[C:1]([O:11][C:12]1[CH:17]=[CH:16][C:15]([S:19]([O-:22])(=[O:21])=[O:20])=[CH:14][CH:13]=1)(=[O:10])[CH2:2][CH2:3][CH2:4][CH2:5][CH2:6][CH2:7][CH2:8][CH3:9].[Na+:23] |f:1.2,5.6|. Procedure details: A 300 ml, round-bottom flask with a nitrogen inlet and a magnetic stir bar was flushed with nitrogen for ten minutes. Nonanoic acid (4.45 g, 28.0 millimoles—mmol), sodium phenolsulfonate (5.00 g, 25.0 mmol) and TFA were placed in the flask which was sealed with a septum cap and the resulting slurry was stirred while being cooled by an ice-water bath. A single rapid addition of TFAA (6.5 ml) was made via syringe. Within one minute the slurry is dissolved to yield a homogeneous solution. The stirr...